From a dataset of the Open Reaction Database (ORD), a public repository of structured organic reaction records. describe an organic reaction: reactants, conditions, products, and yield Starting materials: O=C([O-])O, C1CCOC1, Cl, COCOc1cnc(F)cc1I, [Na+]. The product is Oc1cnc(F)cc1I. As a reaction SMILES: [C:14](=[O:15])([OH:16])[O-:17].[CH2:19]1[O:20][CH2:21][CH2:22][CH2:23]1.[ClH:1].[F:2][c:3]1[n:4][cH:5][c:6]([O:10][CH2:11][O:12][CH3:13])[c:7]([I:9])[cH:8]1.[Na+:18]>>[F:2][c:3]1[n:4][cH:5][c:6]([OH:10])[c:7]([I:9])[cH:8]1. Reactants: C(#N)C1=C(C=C(C=C1)C(C(=O)OCC)C)OC (ethyl 2-(4-cyano-3-methoxyphenyl)propanoate), O1CCCC1 (tetrahydrofuran), O (water), [OH-].[Na+] (sodium hydroxide). The solvent is C(C)(=O)OCC (ethyl acetate), C(C)(=O)O (acetic acid). Reaction conditions: time 15 hour. Yields the product C(#N)C1=C(C=C(C=C1)C(C(=O)O)C)OC (2-(4-Cyano-3-methoxyphenyl)propanoic acid). Isolated yield 96.2%. As a reaction SMILES: [C:1]([C:3]1[CH:8]=[CH:7][C:6]([CH:9]([CH3:15])[C:10]([O:12]CC)=[O:11])=[CH:5][C:4]=1[O:16][CH3:17])#[N:2].O1CCCC1.O.[OH-].[Na+]>C(OCC)(=O)C.C(O)(=O)C>[C:1]([C:3]1[CH:8]=[CH:7][C:6]([CH:9]([CH3:15])[C:10]([OH:12])=[O:11])=[CH:5][C:4]=1[O:16][CH3:17])#[N:2] |f:3.4|. Procedure details: To a stirred solution of ethyl 2-(4-cyano-3-methoxyphenyl)propanoate (222 mg, 0.952 mmol) in co-solvent with tetrahydrofuran and water (1:1) were added sodium hydroxide (95 mg, 2.38 mmol). The reaction mixture was stirred for 15 h at room temperature, then acidified to pH 3-4 with acetic acid. The residue dissolved in ethyl acetate and washed with water and brine. The organic layer was dried over magnesium sulfate and filtered. The filtrate removed in vacuo. The crude was purified by column chro... Starting materials: ClCCl, Cc1ncc(C(=O)NN)s1, Cc1ccc(N=C=O)c(C)c1. The product is Cc1ccc(NC(=O)NNC(=O)c2cnc(C)s2)c(C)c1. Reaction SMILES: [CH2:22]([Cl:23])[Cl:24].[CH3:12][c:13]1[s:14][c:15]([C:18](=[O:19])[NH:20][NH2:21])[cH:16][n:17]1.[CH3:1][c:2]1[c:3]([N:9]=[C:10]=[O:11])[cH:4][cH:5][c:6]([CH3:8])[cH:7]1>>[CH3:1][c:2]1[c:3]([NH:9][C:10](=[O:11])[NH:21][NH:20][C:18]([c:15]2[s:14][c:13]([CH3:12])[n:17][cH:16]2)=[O:19])[cH:4][cH:5][c:6]([CH3:8])[cH:7]1. RXN SMILES: [CH2:24]1[O:25][CH2:26][CH2:27][CH2:28]1.[CH3:21][Zn:22][CH3:23].[NH2:1][CH2:2][c:3]1[c:4]([F:20])[c:5]([O:10][c:11]2[cH:12][c:13]([C:14]#[N:15])[cH:16][c:17]([Br:19])[cH:18]2)[c:6]([Cl:9])[cH:7][cH:8]1.[cH:29]1[cH:30][cH:31][c:32]([P:33]([Pd:34]([P:35]([c:36]2[cH:37][cH:38][cH:39][cH:40][cH:41]2)([c:42]2[cH:43][cH:44][cH:45][cH:46][cH:47]2)[c:48]2[cH:49][cH:50][cH:51][cH:52][cH:53]2)([P:54]([c:55]2[cH:56][cH:57][cH:58][cH:59][cH:60]2)([c:61]2[cH:62][cH:63][cH:64][cH:65][cH:66]2)[c:67]2[cH:68][cH:69][cH:70][cH:71][cH:72]2)[P:73]([c:74]2[cH:75][cH:76][cH:77][cH:78][cH:79]2)([c:80]2[cH:81][cH:82][cH:83][cH:84][cH:85]2)[c:86]2[cH:87][cH:88][cH:89][cH:90][cH:91]2)([c:92]2[cH:93][cH:94][cH:95][cH:96][cH:97]2)[c:98]2[cH:99][cH:100][cH:101][cH:102][cH:103]2)[cH:104][cH:105]1>>[NH2:1][CH2:2][c:3]1[c:4]([F:20])[c:5]([O:10][c:11]2[cH:12][c:13]([C:14]#[N:15])[cH:16][c:17]([CH3:21])[cH:18]2)[c:6]([Cl:9])[cH:7][cH:8]1. Product: Cc1cc(C#N)cc(Oc2c(Cl)ccc(CN)c2F)c1. The reactants are C1CCOC1, C[Zn]C, N#Cc1cc(Br)cc(Oc2c(Cl)ccc(CN)c2F)c1, c1ccc(P(c2ccccc2)(c2ccccc2)[Pd](P(c2ccccc2)(c2ccccc2)c2ccccc2)(P(c2ccccc2)(c2ccccc2)c2ccccc2)P(c2ccccc2)(c2ccccc2)c2ccccc2)cc1. Reactants: O1C(OCC1)CC=1C=C(C=CC1)C1=NC2=C(N1)C=CC=C2C(=O)N (2-(3-[1,3] dioxolan-2-ylmethylphenyl)-1H-benzimidazole-4-carboxamide), C(#N)[BH3-].[Na+] (Sodium cyanoborohydride), aldehyde, C1(CC1)N (cyclopropylamine). Run in C(C)(=O)O (acetic acid), O (water), CS(=O)C (dimethyl sulfoxide), CO (methanol). Run at time 1 hour. The product is C1(CC1)NCCC=1C=C(C=CC1)C1=NC2=C(N1)C=CC=C2C(=O)N (2-[3-(2-cyclopropylaminoethyl)phenyl]-1H-benzimidazole-4-carboxamide). Reaction SMILES: O1CCO[CH:2]1[CH2:6][C:7]1[CH:8]=[C:9]([C:13]2[NH:17][C:16]3[CH:18]=[CH:19][CH:20]=[C:21]([C:22]([NH2:24])=[O:23])[C:15]=3[N:14]=2)[CH:10]=[CH:11][CH:12]=1.[CH:25]1([NH2:28])[CH2:27][CH2:26]1.C([BH3-])#N.[Na+]>C(O)(=O)C.O.CS(C)=O.CO>[CH:25]1([NH:28][CH2:2][CH2:6][C:7]2[CH:8]=[C:9]([C:13]3[NH:17][C:16]4[CH:18]=[CH:19][CH:20]=[C:21]([C:22]([NH2:24])=[O:23])[C:15]=4[N:14]=3)[CH:10]=[CH:11][CH:12]=2)[CH2:27][CH2:26]1 |f:2.3|. Procedure: A solution of EXAMPLE 10A (300 mg, 0.88 mmol) in acetic acid (10 mL) and water (20 mL) was heated at 70° C. for 20 hours. After cooling, the solution was concentrated to give a light yellow solid. To a solution of the crude aldehyde (80 mg) in dimethyl sulfoxide (2 mL) and methanol (3 mL) was added cyclopropylamine (60 μL) and the mixture stirred at ambient temperature for 1 hour. Sodium cyanoborohydride (54 mg, 0.86 mmol) was added and the mixture heated at 55° C. overnight. Volatiles were remo... The reactants are O1CCOC2=C1C=CC(=C2)COC(NC2CCN(CC2)CCN2C(C=CC1=CC=C(N=C21)OC)=O)=O (2,3-dihydro-1,4-benzodioxin-6-ylmethyl(1-(2-(7-methoxy-2-oxo-1,8-naphthyridin-1(2H)-yl)ethyl)piperidin-4-yl)carbamate), Cl.C(C)(=O)OCC (hydrogen chloride ethyl acetate). Conditions: time 43 hour. The product is Cl.O1CCOC2=C1C=CC(=C2)CNC2CCN(CC2)CCN2C(C=CC1=CC=C(N=C21)OC)=O (1-(2-(4-((2,3-dihydro-1,4-benzodioxin-6-ylmethyl)amino)piperidin-1-yl)ethyl)-7-methoxy-1,8-naphthyridin-2(1H)-one hydrochloride). Reaction SMILES: O1C2C=CC(CO[C:13](=O)[NH:14][CH:15]3[CH2:20][CH2:19][N:18]([CH2:21][CH2:22][N:23]4[C:32]5[C:27](=[CH:28][CH:29]=[C:30]([O:33][CH3:34])[N:31]=5)[CH:26]=[CH:25][C:24]4=[O:35])[CH2:17][CH2:16]3)=CC=2OCC1.[ClH:37].[C:38]([O:41][CH2:42][CH3:43])(=O)[CH3:39]>>[ClH:37].[O:41]1[C:38]2[CH:39]=[CH:27][C:28]([CH2:13][NH:14][CH:15]3[CH2:16][CH2:17][N:18]([CH2:21][CH2:22][N:23]4[C:32]5[C:27](=[CH:28][CH:29]=[C:30]([O:33][CH3:34])[N:31]=5)[CH:26]=[CH:25][C:24]4=[O:35])[CH2:19][CH2:20]3)=[CH:29][C:30]=2[O:33][CH2:43][CH2:42]1 |f:1.2,3.4|. Procedure details: To 0.50 g of tert-butyl (2,3-dihydro-1,4-benzodioxin-6-ylmethyl(1-(2-(7-methoxy-2-oxo-1,8-naphthyridin-1(2H)-yl)ethyl)piperidin-4-yl)carbamate, 15 mL of a 4 mol/L hydrogen chloride/ethyl acetate solution was added, and the mixture was stirred at room temperature for 43 hours. The solvent was distilled off under reduced pressure, methanol was added to the resultant residue, and the solvent was distilled off under reduced pressure. Then, ethyl acetate was added to the resultant residue, and the so...